Dataset: the Open Reaction Database (ORD), a public repository of structured organic reaction records. Task: describe an organic reaction: reactants, conditions, products, and yield Reactants: CC(=O)O, CCO, [H][H], COc1ccc(C=O)c(O)c1, [Pd]. The product is COc1ccc(C)c(O)c1. RXN SMILES: [CH3:12][C:13](=[O:14])[OH:15].[CH3:18][CH2:19][OH:20].[H:16][H:17].[OH:1][c:2]1[c:3]([CH:4]=[O:5])[cH:6][cH:7][c:8]([O:10][CH3:11])[cH:9]1.[Pd:21]>>[OH:1][c:2]1[c:3]([CH3:4])[cH:6][cH:7][c:8]([O:10][CH3:11])[cH:9]1.